From a dataset of the Open Reaction Database (ORD), a public repository of structured organic reaction records. describe an organic reaction: reactants, conditions, products, and yield The reactants are [1,1′-Bis(diphenylphosphino)ferrocnee]dichloropalladium(II), C(Cl)Cl (DCM), CC1(OB(OC1(C)C)C=1C=C(C=CC1)O)C (3-(4,4,5,5-tetramethyl-1,3,2-dioxaborolan-2-yl)phenol), ClC1=NC=CC=C1[N+](=O)[O-] (2-chloro-3-nitropyridine), C([O-])([O-])=O.[K+].[K+] (Potassium carbonate). The reagents and catalysts are [Cu]I (Copper(I) iodide). Solvent: O (water). Yields the product [N+](=O)([O-])C=1C(=NC=CC1)C=1C=C(C=CC1)O (3-(3-nitropyridin-2-yl)phenol). Isolated yield 48.9%. Reaction SMILES: C(Cl)Cl.CC1(C)C(C)(C)OB([C:12]2[CH:13]=[C:14]([OH:18])[CH:15]=[CH:16][CH:17]=2)O1.Cl[C:21]1[C:26]([N+:27]([O-:29])=[O:28])=[CH:25][CH:24]=[CH:23][N:22]=1.C(=O)([O-])[O-].[K+].[K+]>O.[Cu]I>[N+:27]([C:26]1[C:21]([C:12]2[CH:13]=[C:14]([OH:18])[CH:15]=[CH:16][CH:17]=2)=[N:22][CH:23]=[CH:24][CH:25]=1)([O-:29])=[O:28] |f:3.4.5|. Procedure details: [1,1′-Bis(diphenylphosphino)ferrocnee]dichloropalladium(II), w/DCM (0.039 g, 0.047 mmol) was added to a solution containing 3-(4,4,5,5-tetramethyl-1,3,2-dioxaborolan-2-yl)phenol (0.292 g, 1.325 mmol), 2-chloro-3-nitropyridine (0.15 g, 0.946 mmol), Copper(I) iodide (0.018 g, 0.095 mmol) and Potassium carbonate (0.946 ml, 1.892 mmol). Heated the reaction to 110° C. for 15 mins. Cooled reaction to room temperature. Diluted with water and extracted with ethyl acetate. Combined organics, dried, filte...